Dataset: the Open Reaction Database (ORD), a public repository of structured organic reaction records. Task: describe an organic reaction: reactants, conditions, products, and yield The product is FC1=CC(=C(C=C1)C1=CC(=NC=C1C(=O)N)N1CCSCC1)C (4-(4-fluoro-2-methyl-phenyl)-6-thiomorpholin-4-yl-nicotinamide). As a reaction SMILES: C([NH:5][C:6](=[O:27])[C:7]1[C:12]([C:13]2[CH:18]=[CH:17][C:16]([F:19])=[CH:15][C:14]=2[CH3:20])=[CH:11][C:10]([N:21]2[CH2:26][CH2:25][S:24][CH2:23][CH2:22]2)=[N:9][CH:8]=1)(C)(C)C.CS(O)(=O)=O>C1(C)C=CC=CC=1>[F:19][C:16]1[CH:17]=[CH:18][C:13]([C:12]2[C:7]([C:6]([NH2:5])=[O:27])=[CH:8][N:9]=[C:10]([N:21]3[CH2:26][CH2:25][S:24][CH2:23][CH2:22]3)[CH:11]=2)=[C:14]([CH3:20])[CH:15]=1. Procedure details: 4-(4-Fluoro-2-methyl-phenyl)-6-thiomorpholin-4-yl-nicotinamide can be produced by suspending N-tert-Butyl-4-(4-fluoro-2-methyl-phenyl)-6-thiomorpholin-4-yl-nicotinamide in toluene. The suspension is heated with the dropwise addition of methanesulfonic acid to provide an emulsion, which is then stirred and cooled to room temperature. The phases are separated and the organic phase washed with deionized water. The combined aqueous phases are cooled to about 0° C., followed by the slow addition of 2... Starting materials: C(C)(C)(C)NC(C1=CN=C(C=C1C1=C(C=C(C=C1)F)C)N1CCSCC1)=O (N-tert-Butyl-4-(4-fluoro-2-methyl-phenyl)-6-thiomorpholin-4-yl-nicotinamide), CS(=O)(=O)O (methanesulfonic acid), N-hexane. Run in C1(=CC=CC=C1)C (toluene).